From a dataset of the Open Reaction Database (ORD), a public repository of structured organic reaction records. describe an organic reaction: reactants, conditions, products, and yield The reactants are ClCCCOC1=NNC2=NC=NC(=C21)NC2=CC(=C(C=C2)OCC2=NC=CC=C2)Cl (3-(3-chloropropoxy)-N-[3-chloro-4-(pyridin-2-ylmethoxy)phenyl]-1H-pyrazolo[3,4-d]pyrimidin-4-amine), C(C)(=O)N1CCNCC1 (N-acetylpiperazine). Yields the product C(C)(=O)N1CCN(CC1)CCCOC1=NNC2=NC=NC(=C21)NC2=CC(=C(C=C2)OCC2=NC=CC=C2)Cl (3-[3-(4-acetylpiperazin-1-yl)propoxy]-N-[3-chloro-4-(pyridin-2-ylmethoxy)phenyl]-1H-pyrazolo[3,4-d]pyrimidin-4-amine). Yield: 14.0%. As a reaction SMILES: Cl[CH2:2][CH2:3][CH2:4][O:5][C:6]1[C:14]2[C:9](=[N:10][CH:11]=[N:12][C:13]=2[NH:15][C:16]2[CH:21]=[CH:20][C:19]([O:22][CH2:23][C:24]3[CH:29]=[CH:28][CH:27]=[CH:26][N:25]=3)=[C:18]([Cl:30])[CH:17]=2)[NH:8][N:7]=1.[C:31]([N:34]1[CH2:39][CH2:38][NH:37][CH2:36][CH2:35]1)(=[O:33])[CH3:32]>>[C:31]([N:34]1[CH2:39][CH2:38][N:37]([CH2:2][CH2:3][CH2:4][O:5][C:6]2[C:14]3[C:9](=[N:10][CH:11]=[N:12][C:13]=3[NH:15][C:16]3[CH:21]=[CH:20][C:19]([O:22][CH2:23][C:24]4[CH:29]=[CH:28][CH:27]=[CH:26][N:25]=4)=[C:18]([Cl:30])[CH:17]=3)[NH:8][N:7]=2)[CH2:36][CH2:35]1)(=[O:33])[CH3:32]. Procedure details: The procedure described in Example 23 was repeated using 3-(3-chloropropoxy)-N-[3-chloro-4-(pyridin-2-ylmethoxy)phenyl]-1H-pyrazolo[3,4-d]pyrimidin-4-amine and N-acetylpiperazine to give the title compound in 14% yield; NMR Spectrum: 1.97 (s, 3H), 1.97-2.01 (m, 2H), 2.31 (t, 2H), 2.38 (t, 2H), 2.45 (t, 2H), 3.33-3.40 (m, 4H), 4.35 (t, 2H), 5.29 (s, 2H), 7.23 (d, 1H), 7.37 (t, 1H), 7.54-7.58 (m, 2H), 7.86-7.90 (m, 2H), 8.27 (s, 1H), 8.45 (br s, 1H), 8.60 (d, 1H); Mass Spectrum: 537 (MH+). The reactants are O=C=Nc1ccc(CBr)c(Cl)c1, O=C([O-])O, CCOCC, CNOC, Cl, [Na+], O. Product: CON(C)C(=O)Nc1ccc(CBr)c(Cl)c1. Reaction SMILES: [Br:11][CH2:12][c:13]1[c:14]([Cl:22])[cH:15][c:16]([N:19]=[C:20]=[O:21])[cH:17][cH:18]1.[C:6](=[O:7])([OH:8])[O-:9].[CH3:23][CH2:24][O:25][CH2:26][CH3:27].[CH3:2][O:3][NH:4][CH3:5].[ClH:1].[Na+:10].[OH2:28]>>[CH3:2][O:3][N:4]([CH3:5])[C:20]([NH:19][c:16]1[cH:15][c:14]([Cl:22])[c:13]([CH2:12][Br:11])[cH:18][cH:17]1)=[O:21]. Procedure: 2.35 g (5 mmoles) of the ester prepared in step 15 (b) above are dissolved in 50 ml of THF. Under a stream of nitrogen, 78.3 mg of tetrakis(triphenylphosphine) palladium (O) are added and then 4.4 ml (50 mmoles) of morpholine are slowly introduced. The reaction mixture is then stirred at ambient temperature for 2 hours and evaporated to dryness. The residue is ground in ethyl ether and the solid is filtered. The solid is then introduced into 10 ml of water, acidified to pH 1, extracted with a 3/... Reactants: CC=1C=C(C(=O)OCC=C)C=CC1OC(C1=CC(=C(C=C1)OC)C12CC3CC(CC(C1)C3)C2)=O (allyl 3-methyl-4-[3-(1-adamantyl)-4-methoxybenzoyloxy]benzoate), N1CCOCC1 (morpholine). Reagents/catalysts: C1=CC=C(C=C1)P(C2=CC=CC=C2)C3=CC=CC=C3.C1=CC=C(C=C1)P(C2=CC=CC=C2)C3=CC=CC=C3.C1=CC=C(C=C1)P(C2=CC=CC=C2)C3=CC=CC=C3.C1=CC=C(C=C1)P(C2=CC=CC=C2)C3=CC=CC=C3.[Pd] (tetrakis(triphenylphosphine) palladium (O)). Run in C1CCOC1 (THF). RXN SMILES: [CH3:1][C:2]1[CH:3]=[C:4]([CH:11]=[CH:12][C:13]=1[O:14][C:15](=[O:34])[C:16]1[CH:21]=[CH:20][C:19]([O:22][CH3:23])=[C:18]([C:24]23[CH2:33][CH:28]4[CH2:29][CH:30]([CH2:32][CH:26]([CH2:27]4)[CH2:25]2)[CH2:31]3)[CH:17]=1)[C:5]([O:7]CC=C)=[O:6].N1CCOCC1>C1COCC1.C1C=CC(P(C2C=CC=CC=2)C2C=CC=CC=2)=CC=1.C1C=CC(P(C2C=CC=CC=2)C2C=CC=CC=2)=CC=1.C1C=CC(P(C2C=CC=CC=2)C2C=CC=CC=2)=CC=1.C1C=CC(P(C2C=CC=CC=2)C2C=CC=CC=2)=CC=1.[Pd]>[CH3:1][C:2]1[CH:3]=[C:4]([CH:11]=[CH:12][C:13]=1[O:14][C:15](=[O:34])[C:16]1[CH:21]=[CH:20][C:19]([O:22][CH3:23])=[C:18]([C:24]23[CH2:31][CH:30]4[CH2:29][CH:28]([CH2:27][CH:26]([CH2:32]4)[CH2:25]2)[CH2:33]3)[CH:17]=1)[C:5]([OH:7])=[O:6] |f:3.4.5.6.7|. The yield is 70.0%. Run at time 2 hour. The product is CC=1C=C(C(=O)O)C=CC1OC(C1=CC(=C(C=C1)OC)C12CC3CC(CC(C1)C3)C2)=O (3-methyl-4-[3-(1-adamantyl)-4-methoxybenzoyloxy]benzoic acid).